Dataset: the Open Reaction Database (ORD), a public repository of structured organic reaction records. Task: describe an organic reaction: reactants, conditions, products, and yield Starting materials: C1(CC1)COC1=C(C=C(C=C1)OC)C=1C2=C(N=CN1)C(=C(N2COCC[Si](C)(C)C)C)C(=O)O (4-[2-(cyclopropylmethoxy)-5-methoxyphenyl]-6-methyl-5-{[2-(trimethylsilyl)ethoxy]methyl}-5H-pyrrolo[3,2-d]pyrimidine-7-carboxylic acid), N[C@H]1CC[C@H](CC1)NC(OC(C)(C)C)=O (tert-butyl cis-(4-amino-cyclohexyl)-carbamate). Product: C(C)(C)(C)OC(N[C@@H]1CC[C@@H](CC1)NC(=O)C1=C(N(C2=C1N=CN=C2C2=C(C=CC(=C2)OC)OCC2CC2)COCC[Si](C)(C)C)C)=O (tert-Butyl(cis-4-{[(4-[2-(cyclopropylmethoxy)-5-methoxyphenyl]-6-methyl-5-{[2-(trimethylsilyl)ethoxy]methyl}-5H-pyrrolo[3,2-d]pyrimidin-7-yl)carbonyl]amino}cyclohexyl)carbamate). Reaction SMILES: [CH:1]1([CH2:4][O:5][C:6]2[CH:11]=[CH:10][C:9]([O:12][CH3:13])=[CH:8][C:7]=2[C:14]2[C:15]3[N:22]([CH2:23][O:24][CH2:25][CH2:26][Si:27]([CH3:30])([CH3:29])[CH3:28])[C:21]([CH3:31])=[C:20]([C:32]([OH:34])=O)[C:16]=3[N:17]=[CH:18][N:19]=2)[CH2:3][CH2:2]1.[NH2:35][C@@H:36]1[CH2:41][CH2:40][C@H:39]([NH:42][C:43](=[O:49])[O:44][C:45]([CH3:48])([CH3:47])[CH3:46])[CH2:38][CH2:37]1>>[C:45]([O:44][C:43](=[O:49])[NH:42][C@H:39]1[CH2:38][CH2:37][C@@H:36]([NH:35][C:32]([C:20]2[C:16]3[N:17]=[CH:18][N:19]=[C:14]([C:7]4[CH:8]=[C:9]([O:12][CH3:13])[CH:10]=[CH:11][C:6]=4[O:5][CH2:4][CH:1]4[CH2:2][CH2:3]4)[C:15]=3[N:22]([CH2:23][O:24][CH2:25][CH2:26][Si:27]([CH3:28])([CH3:29])[CH3:30])[C:21]=2[CH3:31])=[O:34])[CH2:41][CH2:40]1)([CH3:48])([CH3:46])[CH3:47]. Reported procedure: Starting from 4-[2-(cyclopropylmethoxy)-5-methoxyphenyl]-6-methyl-5-{[2-(trimethylsilyl)ethoxy]methyl}-5H-pyrrolo[3,2-d]pyrimidine-7-carboxylic acid (example D.c6) and commercially available tert-butyl cis-(4-amino-cyclohexyl)-carbamate the title compound is obtained as colorless foam. The reactants are ClC=1C=C(C=CC1Cl)/C=C/C(=O)N1CCNC(CC1)=O (1-[(E)-3-(3,4-dichloro-phenyl)-acryloyl]-[1,4]diazepan-5-one), ClC=1C=C(C=CC1Cl)/C=C/C(=O)N1CCNC(CC1)=O (1-[(E)-3-(3,4-dichloro-phenyl)-acryloyl]-[1,4]diazepan-5-one), ClCCCCI (1-chloro-4-iodobutane). Product: ClCCCCN1CCN(CCC1=O)C(\C=C\C1=CC(=C(C=C1)Cl)Cl)=O (4-(4-Chloro-butyl)-1-[(E)-3-(3,4-dichloro-phenyl)-acryloyl]-[1,4]diazepan-5-one). As a reaction SMILES: [Cl:1][C:2]1[CH:3]=[C:4](/[CH:9]=[CH:10]/[C:11]([N:13]2[CH2:19][CH2:18][C:17](=[O:20])[NH:16][CH2:15][CH2:14]2)=[O:12])[CH:5]=[CH:6][C:7]=1[Cl:8].[Cl:21][CH2:22][CH2:23][CH2:24][CH2:25]I>>[Cl:21][CH2:22][CH2:23][CH2:24][CH2:25][N:16]1[C:17](=[O:20])[CH2:18][CH2:19][N:13]([C:11](=[O:12])/[CH:10]=[CH:9]/[C:4]2[CH:5]=[CH:6][C:7]([Cl:8])=[C:2]([Cl:1])[CH:3]=2)[CH2:14][CH2:15]1. Procedure details: In analogy to the procedure described in example 5A, 1-[(E)-3-(3,4-dichloro-phenyl)-acryloyl]-[1,4]diazepan-5-one (intermediate 1A]) and 1-chloro-4-iodobutane gave the title compound as orange solid. MS: 403.2 (MH+, 3Cl). Reactants: CCOC(=O)c1cc(C=O)c[nH]1, CO, [K+], [OH-], O. Product: O=Cc1c[nH]c(C(=O)O)c1. As a reaction SMILES: [CH2:1]([CH3:2])[O:3][C:4](=[O:5])[c:6]1[nH:7][cH:8][c:9]([CH:11]=[O:12])[cH:10]1.[CH3:16][OH:17].[K+:14].[OH-:13].[OH2:15]>>[O:3]=[C:4]([OH:5])[c:6]1[nH:7][cH:8][c:9]([CH:11]=[O:12])[cH:10]1. The reactants are C(C)(C)(C)OC(CC1CCN(C(C2=C1C=CC=C2)=O)CC(=O)O)=O ([5-(2-tert-Butoxy-2-oxoethyl)-1-oxo-1,3,4,5-tetrahydro-2H-2-benzazepin-2-yl]acetic acid), N[C@@H]1CC[C@H](CC1)CNC1=NC2=C(N1)C=CC=C2 (trans-N-[(4-Aminocyclohexyl)methyl]-1H-benzimidazole-2-amine). Product: N1C(=NC2=C1C=CC=C2)NCC2CCC(CC2)NC(CN2C(C1=C(C(CC2)CC(=O)OC(C)(C)C)C=CC=C1)=O)=O (tert-Butyl {2-[2-({4-[(1H-benzimidazol-2-ylamino)methyl]-cyclohexyl}amino)-2-oxoethyl]-1-oxo-2,3,4,5-tetrahydro-1H-2-benzazepin-5-yl}acetate). RXN SMILES: [C:1]([O:5][C:6](=[O:24])[CH2:7][CH:8]1[C:14]2[CH:15]=[CH:16][CH:17]=[CH:18][C:13]=2[C:12](=[O:19])[N:11]([CH2:20][C:21](O)=[O:22])[CH2:10][CH2:9]1)([CH3:4])([CH3:3])[CH3:2].[NH2:25][C@H:26]1[CH2:31][CH2:30][C@H:29]([CH2:32][NH:33][C:34]2[NH:38][C:37]3[CH:39]=[CH:40][CH:41]=[CH:42][C:36]=3[N:35]=2)[CH2:28][CH2:27]1>>[NH:35]1[C:36]2[CH:42]=[CH:41][CH:40]=[CH:39][C:37]=2[N:38]=[C:34]1[NH:33][CH2:32][CH:29]1[CH2:30][CH2:31][CH:26]([NH:25][C:21](=[O:22])[CH2:20][N:11]2[CH2:10][CH2:9][CH:8]([CH2:7][C:6]([O:5][C:1]([CH3:3])([CH3:4])[CH3:2])=[O:24])[C:14]3[CH:15]=[CH:16][CH:17]=[CH:18][C:13]=3[C:12]2=[O:19])[CH2:27][CH2:28]1. Procedure details: 0.6 g (1.8 mmol) of compound 3 and 0.57 g (1.8 mmol) of compound 6 were reacted analogously to Example I and the reaction product was purified by means of preparative thick-layer chromatography (eluent: CH2Cl2/MeOH/ammonia, 45/5/0.2); 0.45 g of white amorphous powder; ESI-MS [M+H+]: 560. Starting materials: C(C)(C)(C)OC(=O)OC(=O)OC(C)(C)C (di-tert-butyldicarbonate), ClC=1C2=C(N=CN1)NC=C2 (4-chloro-7H-pyrrolo[2,3-d]pyrimidine), O1CCOCC1 (1,4-dioxane), N12CCCCCC2=NCCC1 (1,8-diazabicyclo[5.4.0]undec-7-ene), C(=O)=O (carbon dioxide). Reagents/catalysts: CN(C)C1=CC=NC=C1 (4-(N,N-dimethyl)aminopyridine). The solvent is [Cl-].[Na+].O (brine), C(C)(=O)OCC (ethyl acetate), CCCCCC.C(C)(=O)OCC (hexane ethyl acetate). Conditions: time 24 hour. Yields the product ClC=1C2=C(N=CN1)N(C=C2)C(=O)OCCCC (butyl 4-chloro-7H-pyrrolo[2,3-d]pyrimidine-7-carboxylate). RXN SMILES: [Cl:1][C:2]1[C:3]2[CH:10]=[CH:9][NH:8][C:4]=2[N:5]=[CH:6][N:7]=1.O1CCOCC1.N12CCCN=C1C[CH2:21][CH2:20][CH2:19][CH2:18]2.C([O:32][C:33](OC(OC(C)(C)C)=O)=[O:34])(C)(C)C.C(=O)=O>CN(C1C=CN=CC=1)C.[Cl-].[Na+].O.C(OCC)(=O)C.CCCCCC.C(OCC)(=O)C>[Cl:1][C:2]1[C:3]2[CH:10]=[CH:9][N:8]([C:33]([O:34][CH2:18][CH2:19][CH2:20][CH3:21])=[O:32])[C:4]=2[N:5]=[CH:6][N:7]=1 |f:6.7.8,10.11|. Procedure details: To a 250 mL round bottom flask equipped with a stir bar and nitrogen inlet was charged 4-chloro-7H-pyrrolo[2,3-d]pyrimidine (1, 5.00 g, 0.0326 mol), 1,4-dioxane (40 ml, 0.500 mol), 1,8-diazabicyclo[5.4.0]undec-7-ene (DBU, 24.3 mL, 0.163 mol, 5.0 equiv) and 4-(N,N-dimethyl)aminopyridine (DMAP, 0.80 g, 0.0065 mol, 0.2 equiv). To this solution was added di-tert-butyldicarbonate (BOC2O, 21.2 g, 0.0976 mol, 3.0 equv) in one portion at room temperature. The resulting reaction solution becomes yellow/o... The reactants are ClC1=C(C(=O)O)C=CC=N1 (chloronicotinic acid), NC1=CC=C(C(=O)OCC)C=C1 (ethyl 4-aminobenzoate), S(=O)(Cl)Cl (thionyl chloride), [S-]C#N.[NH4+] (ammonium thiocyanate). Yields the product O=C1N=C(SC2=C1C=CC=N2)NC2=CC=C(C(=O)OCC)C=C2 (ethyl 4-[(4-oxo-4H-pyrido[3,2-e]-1,3-thiazin-2-yl)amino)benzoate). Yield: 85.5%. Reaction SMILES: Cl[C:2]1[N:10]=[CH:9][CH:8]=[CH:7][C:3]=1[C:4]([OH:6])=O.S(Cl)(Cl)=O.[S-:15][C:16]#[N:17].[NH4+].[NH2:19][C:20]1[CH:30]=[CH:29][C:23]([C:24]([O:26][CH2:27][CH3:28])=[O:25])=[CH:22][CH:21]=1>>[O:6]=[C:4]1[C:3]2[CH:7]=[CH:8][CH:9]=[N:10][C:2]=2[S:15][C:16]([NH:19][C:20]2[CH:21]=[CH:22][C:23]([C:24]([O:26][CH2:27][CH3:28])=[O:25])=[CH:29][CH:30]=2)=[N:17]1 |f:2.3|. Procedure: The reaction procedure of Example 6 was followed except that 5.00 g of chloronicotinic acid, 25 ml of thionyl chloride, 2.42 g of ammonium thiocyanate and 5.24 g of ethyl 4-aminobenzoate were used. As a result, 8.88 g of ethyl 4-[(4-oxo-4H-pyrido[3,2-e]-1,3-thiazin-2-yl)amino)benzoate obtained. The yield is 64.0%. Reaction SMILES: [OH:1][C@H:2]([CH2:17][N:18]1[CH2:23][CH2:22][O:21][CH2:20][CH2:19]1)[CH2:3][N:4]1[CH2:9][CH2:8][C:7]2[NH:10][C:11]([CH:14]=O)=[C:12]([CH3:13])[C:6]=2[C:5]1=[O:16].[Cl:24][C:25]1[CH:26]=[C:27]2[C:31](=[CH:32][CH:33]=1)[NH:30][C:29](=[O:34])[CH2:28]2>>[Cl:24][C:25]1[CH:26]=[C:27]2[C:31](=[CH:32][CH:33]=1)[NH:30][C:29](=[O:34])/[C:28]/2=[CH:14]\[C:11]1[NH:10][C:7]2[CH2:8][CH2:9][N:4]([CH2:3][C@H:2]([OH:1])[CH2:17][N:18]3[CH2:19][CH2:20][O:21][CH2:22][CH2:23]3)[C:5](=[O:16])[C:6]=2[C:12]=1[CH3:13]. The reactants are O[C@@H](CN1C(C2=C(CC1)NC(=C2C)C=O)=O)CN2CCOCC2 ((R)-5-(2-hydroxy-3-morpholin-4-yl-propyl)-3-methyl-4-oxo-4,5,6,7tetrahydro-1H-pyrrolo[3,2-c]pyridine-2-carbaldehyde), ClC=1C=C2CC(NC2=CC1)=O (5-chloro-1,3-dihydro-indol-2-one). The product is ClC=1C=C2/C(/C(NC2=CC1)=O)=C/C1=C(C=2C(N(CCC2N1)C[C@@H](CN1CCOCC1)O)=O)C ((R,Z)-2-(5-chloro-2-oxo-1,2-dihydro-indol-3-ylidenemethyl)-5-(2-hydroxy-3-morpholin-4-yl-propyl)-3-methyl-1,5,6,7-tetrahydro-pyrrolo[3,2-c]pyridin-4-one). Procedure: The title compound was prepared under the same conditions as described in step 6 of Example 1 with (R)-5-(2-hydroxy-3-morpholin-4-yl-propyl)-3-methyl-4-oxo-4,5,6,7-tetrahydro-1H-pyrrolo[3,2-c]pyridine-2-carbaldehyde 1f obtained from step 5 of Example 1 and 5-chloro-1,3-dihydro-indol-2-one as starting materials to give (R,Z)-2-(5-chloro-2-oxo-1,2-dihydro-indol-3-ylidenemethyl)-5-(2-hydroxy-3-morpholin-4-yl-propyl)-3-methyl-1,5,6,7-tetrahydro-pyrrolo[3,2-c]pyridin-4-one 2 (42 mg, yield 64%) as a y... The yield is 64.0%. The solvent is O1CCCC1. Reagents/catalysts: O1BOC(C)(C)C1(C)C, O1B(OC(C)(C)C1(C)C)B2OC(C)(C)C(O2)(C)C, N=1C=CC(=CC1C=2N=CC=C(C2)C(C)(C)C)C(C)(C)C, C[OH2+].C[OH2+].C1CC=CCCC=C1.C1CC=CCCC=C1.[Ir].[Ir]. Reaction conditions: temperature 80 celsius, time 24 hour. Reactants: S1C=2C=CC=CC2NC=3C=CC=CC13. Yields the product O1B(OC(C)(C)C1(C)C)C=2C=CC=C3SC=4C=CC=CC4NC32.